Dataset: the Open Reaction Database (ORD), a public repository of structured organic reaction records. Task: describe an organic reaction: reactants, conditions, products, and yield Reported procedure: To a solution of tert-butyl 1-(3,4-dichlorobenzyl)-1,2,3,4-tetrahydroquinolin-3-yl(methyl)carbamate (0.760 g, 1.8 mmol) in dichloromethane (6 mL) was added trifluoroacetic acid (6 mL). The mixture was stirred at room temperature for 1 hour. Solvent was removed under reduced pressure and the residue triturated with hexane and dried under vacuum to give 1-(3,4-dichlorobenzyl)-N-methyl-1,2,3,4-tetrahydroquinolin-3-amine as its solid TFA salt (580 mg). 1H NMR (DMSO) 400 MHz δ 7.57 (m, 2H), 7.28 (dd,... The reactants are ClC=1C=C(CN2CC(CC3=CC=CC=C23)N(C(OC(C)(C)C)=O)C)C=CC1Cl (tert-butyl 1-(3,4-dichlorobenzyl)-1,2,3,4-tetrahydroquinolin-3-yl(methyl)carbamate), FC(C(=O)O)(F)F (trifluoroacetic acid). As a reaction SMILES: [Cl:1][C:2]1[CH:3]=[C:4]([CH:25]=[CH:26][C:27]=1[Cl:28])[CH2:5][N:6]1[C:15]2[C:10](=[CH:11][CH:12]=[CH:13][CH:14]=2)[CH2:9][CH:8]([N:16](C)[C:17](=O)OC(C)(C)C)[CH2:7]1.[F:29][C:30]([F:35])([F:34])[C:31]([OH:33])=[O:32]>ClCCl>[Cl:1][C:2]1[CH:3]=[C:4]([CH:25]=[CH:26][C:27]=1[Cl:28])[CH2:5][N:6]1[C:15]2[C:10](=[CH:11][CH:12]=[CH:13][CH:14]=2)[CH2:9][CH:8]([NH:16][CH3:17])[CH2:7]1.[C:31]([OH:33])([C:30]([F:35])([F:34])[F:29])=[O:32]. Run at time 1 hour. The solvent is ClCCl (dichloromethane). Product: ClC=1C=C(CN2CC(CC3=CC=CC=C23)NC)C=CC1Cl (1-(3,4-dichlorobenzyl)-N-methyl-1,2,3,4-tetrahydroquinolin-3-amine), C(=O)(C(F)(F)F)O (TFA). The reactants are CC(C)(C)[Si](C)(C)Oc1ccc(O)cc1, Cl, CC(C)OC(=O)N=NC(=O)OC(C)C, C1CCOC1, CCCc1c(Cc2ccc(-c3ccccc3C#N)cc2)c(=O)n(C2CCC(O)CC2)c2ncnn12, c1ccc(P(c2ccccc2)c2ccccc2)cc1. The product is CCCc1c(Cc2ccc(-c3ccccc3C#N)cc2)c(=O)n(C2CCC(Oc3ccc(O[Si](C)(C)C(C)(C)C)cc3)CC2)c2ncnn12. Reaction SMILES: [C:36]([CH3:37])([CH3:38])([CH3:39])[Si:40]([O:41][c:42]1[cH:43][cH:44][c:45]([OH:48])[cH:46][cH:47]1)([CH3:49])[CH3:50].[ClH:84].[O:70]=[C:71]([O:72][CH:73]([CH3:74])[CH3:75])[N:76]=[N:77][C:78]([O:79][CH:80]([CH3:81])[CH3:82])=[O:83].[O:85]1[CH2:86][CH2:87][CH2:88][CH2:89]1.[OH:1][CH:2]1[CH2:3][CH2:4][CH:5]([n:8]2[c:9]3[n:10]([c:11]([CH2:30][CH2:31][CH3:32])[c:12]([CH2:15][c:16]4[cH:17][cH:18][c:19](-[c:22]5[c:23]([C:28]#[N:29])[cH:24][cH:25][cH:26][cH:27]5)[cH:20][cH:21]4)[c:13]2=[O:14])[n:33][cH:34][n:35]3)[CH2:6][CH2:7]1.[c:51]1([P:52]([c:53]2[cH:54][cH:55][cH:56][cH:57][cH:58]2)[c:59]2[cH:60][cH:61][cH:62][cH:63][cH:64]2)[cH:65][cH:66][cH:67][cH:68][cH:69]1>>[O:1]([CH:2]1[CH2:3][CH2:4][CH:5]([n:8]2[c:9]3[n:10]([c:11]([CH2:30][CH2:31][CH3:32])[c:12]([CH2:15][c:16]4[cH:17][cH:18][c:19](-[c:22]5[c:23]([C:28]#[N:29])[cH:24][cH:25][cH:26][cH:27]5)[cH:20][cH:21]4)[c:13]2=[O:14])[n:33][cH:34][n:35]3)[CH2:6][CH2:7]1)[c:45]1[cH:44][cH:43][c:42]([O:41][Si:40]([C:36]([CH3:37])([CH3:38])[CH3:39])([CH3:49])[CH3:50])[cH:47][cH:46]1. The reactants are NC(C(=O)OC)C1=CC=C(C=C1)OC (methyl 2-amino-2-(4-methoxyphenyl)acetate), S(=O)(=O)([O-])[O-].[Mg+2] (magnesium sulphate), ClC1=CC=C(C=O)C=C1 (4-chlorobenzaldehyde). The solvent is ClCCl (dichloromethane). Reaction conditions: time 21 hour. The product is ClC1=CC=C(C=C1)C=NC(C(=O)OC)C1=CC=C(C=C1)OC (Methyl 2-[(4-chlorophenyl)methylene]amino-2-(4-methoxyphenyl)acetate). Isolated yield 101.8%. Reaction SMILES: [NH2:1][CH:2]([C:7]1[CH:12]=[CH:11][C:10]([O:13][CH3:14])=[CH:9][CH:8]=1)[C:3]([O:5][CH3:6])=[O:4].S([O-])([O-])(=O)=O.[Mg+2].[Cl:21][C:22]1[CH:29]=[CH:28][C:25]([CH:26]=O)=[CH:24][CH:23]=1>ClCCl>[Cl:21][C:22]1[CH:29]=[CH:28][C:25]([CH:26]=[N:1][CH:2]([C:7]2[CH:8]=[CH:9][C:10]([O:13][CH3:14])=[CH:11][CH:12]=2)[C:3]([O:5][CH3:6])=[O:4])=[CH:24][CH:23]=1 |f:1.2|. Reported procedure: 998 mg of methyl 2-amino-2-(4-methoxyphenyl)acetate (prepared according to M. A. Sierra Rodrigez et al, Int. Pat. Appl. WO 02/102762) are dissolved in 30 mL of dichloromethane. 1 g of magnesium sulphate is added along with 717 mg of 4-chlorobenzaldehyde. The mixture is stirred at AT for 21 hours, the solid is filtered off, the filtrate is washed with dichloromethane then the solvent is dried over magnesium sulphate and evaporated to produce 1.65 g of an oil. The crude product is purified by chro... RXN SMILES: [CH2:28]([N:29]=[C:30]=[N:31][CH2:32][CH2:33][CH2:34][N:35]([CH3:36])[CH3:37])[CH3:38].[Cl:39][CH2:40][Cl:41].[ClH:27].[NH2:14][c:15]1[cH:16][c:17]([O:25][CH3:26])[c:18]([C:19](=[O:20])[OH:21])[cH:22][c:23]1[Cl:24].[NH2:1][CH2:2][CH:3]1[O:4][CH2:5][CH2:6][N:7]([C:9](=[O:10])[O:11][CH2:12][CH3:13])[CH2:8]1>>[NH:1]([CH2:2][CH:3]1[O:4][CH2:5][CH2:6][N:7]([C:9](=[O:10])[O:11][CH2:12][CH3:13])[CH2:8]1)[C:19]([c:18]1[c:17]([O:25][CH3:26])[cH:16][c:15]([NH2:14])[c:23]([Cl:24])[cH:22]1)=[O:20]. The product is CCOC(=O)N1CCOC(CNC(=O)c2cc(Cl)c(N)cc2OC)C1. Reactants: CCN=C=NCCCN(C)C, ClCCl, Cl, COc1cc(N)c(Cl)cc1C(=O)O, CCOC(=O)N1CCOC(CN)C1. The reactants are FC1CNCC1CNC1CC1, O=C(O)c1cn(-c2ccc(F)cc2F)c2cc(F)c(F)cc2c1=O. The product is O=C(O)c1cn(-c2ccc(F)cc2F)c2cc(N3CC(F)C(CNC4CC4)C3)c(F)cc2c1=O. As a reaction SMILES: [CH:25]1([NH:28][CH2:29][CH:30]2[CH2:31][NH:32][CH2:33][CH:34]2[F:35])[CH2:26][CH2:27]1.[F:1][c:2]1[cH:3][c:4]2[c:5](=[O:24])[c:6]([C:21](=[O:22])[OH:23])[cH:7][n:8](-[c:13]3[c:14]([F:20])[cH:15][c:16]([F:19])[cH:17][cH:18]3)[c:9]2[cH:10][c:11]1[F:12]>>[F:1][c:2]1[cH:3][c:4]2[c:5](=[O:24])[c:6]([C:21](=[O:22])[OH:23])[cH:7][n:8](-[c:13]3[c:14]([F:20])[cH:15][c:16]([F:19])[cH:17][cH:18]3)[c:9]2[cH:10][c:11]1[N:32]1[CH2:31][CH:30]([CH2:29][NH:28][CH:25]2[CH2:26][CH2:27]2)[CH:34]([F:35])[CH2:33]1. Reactants: BrC1=C2CC[C@H](C2=C(C=C1)F)OC1=CC2=C([C@@H](CO2)CC(=O)O)C=C1 ({(S)-6-[(R)-4-bromo-7-fluoroindan-1-yloxy]-2,3-dihydrobenzofuran-3-yl}-acetic acid), ester, FC=1C=CC(=C2CC[C@H](C12)OC1=CC2=C([C@@H](CO2)CC(=O)O)C=C1)B1OC(C(O1)(C)C)(C)C ({(S)-6-[(R)-7-fluoro-4-(4,4,5,5-tetramethyl-[1,3,2]dioxaborolan-2-yl)-indan-1-yloxy]-2,3-dihydrobenzofuran-3-yl}-acetic acid), B(O)O (boronic acid). Yields the product CC=1C=C(OCCC(CO)C)C=C(C1B1OC(C(O1)(C)C)(C)C)C (4-[3,5-dimethyl-4-(4,4,5,5-tetramethyl-[1,3,2]dioxaborolan-2-yl)-phenoxy]-2-methylbutanol). RXN SMILES: BrC1C=CC(F)=C2C=1CC[C@H:6]2[O:12]C1C=CC2[C@H](CC(O)=O)COC=2C=1.FC1[CH:28]=[CH:29][C:30]([B:50]2[O:54][C:53]([CH3:56])([CH3:55])[C:52]([CH3:58])([CH3:57])[O:51]2)=[C:31]2[C:35]=1[C@H:34]([O:36][C:37]1[CH:49]=[CH:48][C:40]3[C@H](CC(O)=O)COC=3C=1)[CH2:33][CH2:32]2.B(O)O>>[CH3:32][C:31]1[CH:35]=[C:34]([CH:33]=[C:29]([CH3:28])[C:30]=1[B:50]1[O:51][C:52]([CH3:57])([CH3:58])[C:53]([CH3:55])([CH3:56])[O:54]1)[O:36][CH2:37][CH2:49][CH:48]([CH3:40])[CH2:6][OH:12]. Procedure details: Examples 53, 54, and 55 are also obtained via coupling {(S)-6-[(R)-4-bromo-7-fluoroindan-1-yloxy]-2,3-dihydrobenzofuran-3-yl}-acetic acid (Example 63) or {(S)-6-[(R)-7-fluoro-4-(4,4,5,5-tetramethyl-[1,3,2]dioxaborolan-2-yl)-indan-1-yloxy]-2,3-dihydrobenzofuran-3-yl}-acetic acid with the corresponding coupling partner bearing a metal or pseudo-metal group, e.g., boronic acid or ester, or a leaving group, e.g., Cl or Br, at the carbon to be coupled. Accordingly, Example 53 is obtained from, e.g., ... Reactants: B, CCCNC(=O)CCc1ccc(OC(C)(C)C(=O)OC(C)(C)C)cc1, CCN, Cl, C1CCOC1, C1CCOC1. Yields the product CCCNCCCc1ccc(OC(C)(C)C(=O)OC(C)(C)C)cc1. RXN SMILES: [BH3:31].[CH2:1]([CH2:2][CH3:3])[NH:4][C:5](=[O:6])[CH2:7][CH2:8][c:9]1[cH:10][cH:11][c:12]([O:13][C:14]([C:15](=[O:16])[O:17][C:18]([CH3:19])([CH3:20])[CH3:21])([CH3:22])[CH3:23])[cH:24][cH:25]1.[CH3:33][CH2:34][NH2:35].[ClH:32].[O:26]1[CH2:27][CH2:28][CH2:29][CH2:30]1.[O:36]1[CH2:37][CH2:38][CH2:39][CH2:40]1>>[CH2:1]([CH2:2][CH3:3])[NH:4][CH2:5][CH2:7][CH2:8][c:9]1[cH:10][cH:11][c:12]([O:13][C:14]([C:15](=[O:16])[O:17][C:18]([CH3:19])([CH3:20])[CH3:21])([CH3:22])[CH3:23])[cH:24][cH:25]1. The reactants are CC1CN(S(=O)(=O)c2ccc(C(F)(F)F)cc2)CCN1C(=O)c1cnn2cc(Br)cnc12, [C-]#N, [C-]#N, CN(C)C=O, O=C(C=Cc1ccccc1)C=Cc1ccccc1, O=C(C=Cc1ccccc1)C=Cc1ccccc1, O=C(C=Cc1ccccc1)C=Cc1ccccc1, [Pd], [Pd], [Zn+2]. Product: CC1CN(S(=O)(=O)c2ccc(C(F)(F)F)cc2)CCN1C(=O)c1cnn2cc(C#N)cnc12. Reaction SMILES: [Br:1][c:2]1[cH:3][n:4][c:5]2[n:6]([cH:7]1)[n:8][cH:9][c:10]2[C:11](=[O:12])[N:13]1[CH:14]([CH3:32])[CH2:15][N:16]([S:19](=[O:20])(=[O:21])[c:22]2[cH:23][cH:24][c:25]([C:28]([F:29])([F:30])[F:31])[cH:26][cH:27]2)[CH2:17][CH2:18]1.[C-:38]#[N:39].[C-:41]#[N:42].[CH3:33][N:34]([CH3:35])[CH:36]=[O:37].[O:45]=[C:46]([CH:47]=[CH:48][c:49]1[cH:50][cH:51][cH:52][cH:53][cH:54]1)[CH:55]=[CH:56][c:57]1[cH:58][cH:59][cH:60][cH:61][cH:62]1.[O:63]=[C:64]([CH:65]=[CH:66][c:67]1[cH:68][cH:69][cH:70][cH:71][cH:72]1)[CH:73]=[CH:74][c:75]1[cH:76][cH:77][cH:78][cH:79][cH:80]1.[O:81]=[C:82]([CH:83]=[CH:84][c:85]1[cH:86][cH:87][cH:88][cH:89][cH:90]1)[CH:91]=[CH:92][c:93]1[cH:94][cH:95][cH:96][cH:97][cH:98]1.[Pd:43].[Pd:44].[Zn+2:40]>>[c:2]1([C:33]#[N:34])[cH:3][n:4][c:5]2[n:6]([cH:7]1)[n:8][cH:9][c:10]2[C:11](=[O:12])[N:13]1[CH:14]([CH3:32])[CH2:15][N:16]([S:19](=[O:20])(=[O:21])[c:22]2[cH:23][cH:24][c:25]([C:28]([F:29])([F:30])[F:31])[cH:26][cH:27]2)[CH2:17][CH2:18]1.